This data is from the Open Reaction Database (ORD), a public repository of structured organic reaction records. The task is: describe an organic reaction: reactants, conditions, products, and yield Starting materials: C(C1=CC=CC=C1)N1CC(C2=CC(=CC=C12)OC)C (1-benzyl-5-methoxy-3-methylindoline), Br.C(C)(=O)O (hydrogen bromide acetic acid), C(=O)(O)[O-].[Na+] (NaHCO3). Run at temperature 105 celsius, time 8 hour. Yields the product C(C1=CC=CC=C1)N1CC(C2=CC(=CC=C12)O)C (1-benzyl-3-methylindolin-5-ol). Isolated yield 80.2%. As a reaction SMILES: [CH2:1]([N:8]1[C:16]2[C:11](=[CH:12][C:13]([O:17]C)=[CH:14][CH:15]=2)[CH:10]([CH3:19])[CH2:9]1)[C:2]1[CH:7]=[CH:6][CH:5]=[CH:4][CH:3]=1.Br.C(O)(=O)C.C([O-])(O)=O.[Na+]>>[CH2:1]([N:8]1[C:16]2[C:11](=[CH:12][C:13]([OH:17])=[CH:14][CH:15]=2)[CH:10]([CH3:19])[CH2:9]1)[C:2]1[CH:3]=[CH:4][CH:5]=[CH:6][CH:7]=1 |f:1.2,3.4|. Procedure: To 1-benzyl-5-methoxy-3-methylindoline (78.5 mg, 0.310 mmol) was added a solution of 50% hydrogen bromide-acetic acid solution (0.80 mL) at room temperature. After the reaction mixture was stirred at 105° C. overnight, the reaction mixture was neutralized by saturated NaHCO3 aqueous solution, and the solution was extracted with ethyl acetate. The extract was washed with brine, and dried over MgSO4. After filtration, the filtrate was concentrated in vacuo, and the residue was purified by silica g... Reactants: NC=1C=C(C(=O)OCC)C=CC1[N+](=O)[O-] (ethyl 3-amino-4-nitro-benzoate), [H][H] (hydrogen). The reagents and catalysts are [Pd] (palladium on carbon). Run in CO (methanol). The product is NC=1C=C(C(=O)OCC)C=CC1N (ethyl 3,4-diaminobenzoate). Reaction SMILES: [NH2:1][C:2]1[CH:3]=[C:4]([CH:10]=[CH:11][C:12]=1[N+:13]([O-])=O)[C:5]([O:7][CH2:8][CH3:9])=[O:6].[H][H]>[Pd].CO>[NH2:1][C:2]1[CH:3]=[C:4]([CH:10]=[CH:11][C:12]=1[NH2:13])[C:5]([O:7][CH2:8][CH3:9])=[O:6]. Procedure: Five-percent palladium on carbon (0.50 g) was added to a solution of 4.00 g of ethyl 3-amino-4-nitro-benzoate in 100 ml of methanol, and the mixture was stirred in a hydrogen atmosphere at 50° C. for 16 hours. The solid material was separated through filtration, and the filtrate was concentrated to obtain ethyl 3,4-diaminobenzoate. Twenty milliliters of trifluoroacetic acid were added thereto, and the mixture was stirred at 60° C. for 2 hours. The reaction solution was concentrated, and chlorofo... Starting materials: N#Cc1cc(Br)c2oc(-c3ccc(NC(=O)CBr)cc3)nc2c1, FC(F)(F)c1ccc(N2CCNCC2)cc1. Product: N#Cc1cc(Br)c2oc(-c3ccc(NC(=O)CN4CCN(c5ccc(C(F)(F)F)cc5)CC4)cc3)nc2c1. RXN SMILES: [Br:1][CH2:2][C:3](=[O:4])[NH:5][c:6]1[cH:7][cH:8][c:9](-[c:12]2[o:13][c:14]3[c:15]([n:16]2)[cH:17][c:18]([C:22]#[N:23])[cH:19][c:20]3[Br:21])[cH:10][cH:11]1.[F:24][C:25]([c:26]1[cH:27][cH:28][c:29]([N:32]2[CH2:33][CH2:34][NH:35][CH2:36][CH2:37]2)[cH:30][cH:31]1)([F:38])[F:39]>>[CH2:2]([C:3](=[O:4])[NH:5][c:6]1[cH:7][cH:8][c:9](-[c:12]2[o:13][c:14]3[c:15]([n:16]2)[cH:17][c:18]([C:22]#[N:23])[cH:19][c:20]3[Br:21])[cH:10][cH:11]1)[N:35]1[CH2:34][CH2:33][N:32]([c:29]2[cH:28][cH:27][c:26]([C:25]([F:24])([F:38])[F:39])[cH:31][cH:30]2)[CH2:37][CH2:36]1.